Dataset: the Open Reaction Database (ORD), a public repository of structured organic reaction records. Task: describe an organic reaction: reactants, conditions, products, and yield The product is Cc1c(NC(=O)OC(C)(C)C)cccc1OCCc1ccc(C#N)cc1. RXN SMILES: [C:20]([CH3:21])([CH3:22])([CH3:23])[O:24][C:25](=[O:26])[NH:27][c:28]1[c:29]([CH3:35])[c:30]([OH:34])[cH:31][cH:32][cH:33]1.[C:36](#[N:37])[c:38]1[cH:39][cH:40][c:41]([CH2:44][CH2:45][OH:46])[cH:42][cH:43]1.[CH2:48]1[O:49][CH2:50][CH2:51][CH2:52]1.[OH2:47].[c:1]1([P:2]([c:3]2[cH:4][cH:5][cH:6][cH:7][cH:8]2)[c:9]2[cH:10][cH:11][cH:12][cH:13][cH:14]2)[cH:15][cH:16][cH:17][cH:18][cH:19]1>>[C:20]([CH3:21])([CH3:22])([CH3:23])[O:24][C:25](=[O:26])[NH:27][c:28]1[c:29]([CH3:35])[c:30]([O:34][CH2:45][CH2:44][c:41]2[cH:40][cH:39][c:38]([C:36]#[N:37])[cH:43][cH:42]2)[cH:31][cH:32][cH:33]1. Reactants: Cc1c(O)cccc1NC(=O)OC(C)(C)C, N#Cc1ccc(CCO)cc1, C1CCOC1, O, c1ccc(P(c2ccccc2)c2ccccc2)cc1.